From a dataset of the Open Reaction Database (ORD), a public repository of structured organic reaction records. describe an organic reaction: reactants, conditions, products, and yield The reactants are C(CCC)C=1N(C(=C(N1)CO[Si](C)(C)C(C)(C)C)\C=C(/CC=1SC=CC1)\C1=NN=NN1)CC1=C(C=CC=C1)Cl ((E)-1-[2-n-butyl-1-{(2-chlorophenyl)methyl}-4-(t-butyldimethylsilyoxy)methyl-1H-imidazol-5-yl)-2-(1H-tetrazol-5-yl]-3-(2-thienyl)-1-propene), Cl (hydrochloric acid). The product is C(CCC)C=1N(C(=C(N1)CO)\C=C(/CC=1SC=CC1)\C1=NN=NN1)CC1=C(C=CC=C1)Cl ((E)-1-[2-n-butyl-1-{(2-chlorophenyl)methyl}-4-hydroxymethyl-1H-imidazol-5-yl]-2-(1H-tetrazol-5-yl)-3-(2-thienyl)-1-propene). RXN SMILES: [CH2:1]([C:5]1[N:6]([CH2:32][C:33]2[CH:38]=[CH:37][CH:36]=[CH:35][C:34]=2[Cl:39])[C:7](/[CH:19]=[C:20](/[C:27]2[NH:31][N:30]=[N:29][N:28]=2)\[CH2:21][C:22]2[S:23][CH:24]=[CH:25][CH:26]=2)=[C:8]([CH2:10][O:11][Si](C(C)(C)C)(C)C)[N:9]=1)[CH2:2][CH2:3][CH3:4].Cl>>[CH2:1]([C:5]1[N:6]([CH2:32][C:33]2[CH:38]=[CH:37][CH:36]=[CH:35][C:34]=2[Cl:39])[C:7](/[CH:19]=[C:20](/[C:27]2[NH:31][N:30]=[N:29][N:28]=2)\[CH2:21][C:22]2[S:23][CH:24]=[CH:25][CH:26]=2)=[C:8]([CH2:10][OH:11])[N:9]=1)[CH2:2][CH2:3][CH3:4]. Procedure details: The title compound is prepared by reacting (E)-1-[2-n-butyl-1-{(2-chlorophenyl)methyl}-4-(t-butyldimethylsilyoxy)methyl-1H-imidazol-5-yl)-2-(1H-tetrazol-5-yl]-3-(2-thienyl)-1-propene with dilute hydrochloric acid. Starting materials: CN1CCN(CC1)C(=O)Cl (1-methyl-4-chlorocarbonylpiperazine), N1CCCC1 (pyrrolidine). Solvent: C1(=CC=CC=C1)C (toluene), C1(=CC=CC=C1)C (toluene). Yields the product CN1CCN(CC1)C(=O)N1CCCC1 (1-methyl-4-(pyrrolidinocarbonyl)piperazine). As a reaction SMILES: [CH3:1][N:2]1[CH2:7][CH2:6][N:5]([C:8](Cl)=[O:9])[CH2:4][CH2:3]1.[NH:11]1[CH2:15][CH2:14][CH2:13][CH2:12]1>C1(C)C=CC=CC=1>[CH3:1][N:2]1[CH2:7][CH2:6][N:5]([C:8]([N:11]2[CH2:15][CH2:14][CH2:13][CH2:12]2)=[O:9])[CH2:4][CH2:3]1. Procedure details: In 50 ml of toluene was dissolved 8.1 g (0.05 mole) of 1-methyl-4-chlorocarbonylpiperazine at room temperature and a solution of 10.7 g (0.15 mole) of pyrrolidine in 50 ml of toluene was dropped to the above solution at 0° C. over a period of 30 minutes. The mixture was refluxed for 1 hour to complete the reaction. The reaction mixture was cooled, and the precipitated yellow crystal (pyrrolidine hydrochloride) was removed by filtration. The filtrate was dried with anhydrous sodium sulfate and to... Reactants: CC(C)(C)[Si](Oc1ccc(OCC(O)CNCCc2ccc(NC3CCN(C(=O)NCCCc4cccs4)CC3)cc2)cc1)(c1ccccc1)c1ccccc1, CO, ClC(Cl)Cl. The product is O=C(NCCCc1cccs1)N1CCC(Nc2ccc(CCNCC(O)COc3ccc(O)cc3)cc2)CC1. Reaction SMILES: [C:1]([Si:2]([c:3]1[cH:4][cH:5][cH:45][cH:46][cH:47]1)([O:6][c:7]1[cH:8][cH:9][c:10]([O:11][CH2:12][CH:13]([CH2:14][NH:15][CH2:16][CH2:17][c:18]2[cH:19][cH:20][c:21]([NH:22][CH:23]3[CH2:24][CH2:25][N:26]([C:29](=[O:30])[NH:31][CH2:32][CH2:33][CH2:34][c:35]4[s:36][cH:37][cH:38][cH:39]4)[CH2:27][CH2:28]3)[cH:40][cH:41]2)[OH:42])[cH:43][cH:44]1)[c:48]1[cH:49][cH:50][cH:51][cH:52][cH:53]1)([CH3:54])([CH3:55])[CH3:56].[CH3:57][OH:58].[CH:59]([Cl:60])([Cl:61])[Cl:62]>>[OH:6][c:7]1[cH:8][cH:9][c:10]([O:11][CH2:12][CH:13]([CH2:14][NH:15][CH2:16][CH2:17][c:18]2[cH:19][cH:20][c:21]([NH:22][CH:23]3[CH2:24][CH2:25][N:26]([C:29](=[O:30])[NH:31][CH2:32][CH2:33][CH2:34][c:35]4[s:36][cH:37][cH:38][cH:39]4)[CH2:27][CH2:28]3)[cH:40][cH:41]2)[OH:42])[cH:43][cH:44]1. Starting materials: FC1(c2ncccc2Cl)CCC2(CC1)OCCO2, Cl, C1COCCO1. Product: O=C1CCC(F)(c2ncccc2Cl)CC1. Reaction SMILES: [Cl:1][c:2]1[c:3]([C:8]2([F:18])[CH2:9][CH2:10][C:11]3([O:12][CH2:15][CH2:14][O:13]3)[CH2:16][CH2:17]2)[n:4][cH:5][cH:6][cH:7]1.[ClH:19].[O:20]1[CH2:21][CH2:22][O:23][CH2:24][CH2:25]1>>[Cl:1][c:2]1[c:3]([C:8]2([F:18])[CH2:9][CH2:10][C:11](=[O:12])[CH2:16][CH2:17]2)[n:4][cH:5][cH:6][cH:7]1. Reactants: O=C([O-])[O-], CCOC(C)=O, CC(C)(C)OC(=O)N1CCC(OS(C)(=O)=O)CC1, [K+], [K+], CN(C)C=O, O, O=c1cc(O)cc[nH]1. Product: CC(C)(C)OC(=O)N1CCC(Oc2cc[nH]c(=O)c2)CC1. Reaction SMILES: [C:27](=[O:28])([O-:29])[O-:30].[CH3:38][CH2:39][O:40][C:41]([CH3:42])=[O:43].[CH3:9][S:10]([O:11][CH:14]1[CH2:15][CH2:16][N:17]([C:20](=[O:21])[O:22][C:23]([CH3:24])([CH3:25])[CH3:26])[CH2:18][CH2:19]1)(=[O:12])=[O:13].[K+:31].[K+:32].[O:33]=[CH:34][N:35]([CH3:36])[CH3:37].[OH2:44].[OH:1][c:2]1[cH:3][c:4](=[O:8])[nH:5][cH:6][cH:7]1>>[O:1]([c:2]1[cH:3][c:4](=[O:8])[nH:5][cH:6][cH:7]1)[CH:14]1[CH2:15][CH2:16][N:17]([C:20](=[O:21])[O:22][C:23]([CH3:24])([CH3:25])[CH3:26])[CH2:18][CH2:19]1. Starting materials: CO, CCOC(C)=O, [H][H], CCCCCCCCn1ccc([N+](=O)[O-])n1, [Pd]. Yields the product CCCCCCCCn1ccc(N)n1. As a reaction SMILES: [CH3:17][OH:18].[CH3:21][CH2:22][O:23][C:24](=[O:25])[CH3:26].[H:19][H:20].[N+:1]([O-:2])(=[O:3])[c:4]1[n:5][n:6]([CH2:9][CH2:10][CH2:11][CH2:12][CH2:13][CH2:14][CH2:15][CH3:16])[cH:7][cH:8]1.[Pd:27]>>[NH2:1][c:4]1[n:5][n:6]([CH2:9][CH2:10][CH2:11][CH2:12][CH2:13][CH2:14][CH2:15][CH3:16])[cH:7][cH:8]1.